The task is: describe an organic reaction: reactants, conditions, products, and yield. This data is from the Open Reaction Database (ORD), a public repository of structured organic reaction records. The reactants are OC1=C(C=C(C=C1)S(=O)(=O)C)C(C)=O (2'-Hydroxy-5'-methanesulfonylacetophenone), C(C1=CC=CC=C1)(=O)N1CCC(CC1)=O (1-benzoyl-4-piperidone). The product is C(C1=CC=CC=C1)(=O)N1CCC2(CC1)OC1=C(C(C2)=O)C=C(C=C1)S(=O)(=O)C (1'-benzoyl-3,4-dihydro-6-methanesulfonyl-spiro[2H-1-benzopyran-2,4'-piperidine]-4-one). RXN SMILES: [OH:1][C:2]1[CH:7]=[CH:6][C:5]([S:8]([CH3:11])(=[O:10])=[O:9])=[CH:4][C:3]=1[C:12](=[O:14])[CH3:13].[C:15]([N:23]1[CH2:28][CH2:27][C:26](=O)[CH2:25][CH2:24]1)(=[O:22])[C:16]1[CH:21]=[CH:20][CH:19]=[CH:18][CH:17]=1>>[C:15]([N:23]1[CH2:28][CH2:27][C:26]2([CH2:13][C:12](=[O:14])[C:3]3[CH:4]=[C:5]([S:8]([CH3:11])(=[O:10])=[O:9])[CH:6]=[CH:7][C:2]=3[O:1]2)[CH2:25][CH2:24]1)(=[O:22])[C:16]1[CH:21]=[CH:20][CH:19]=[CH:18][CH:17]=1. Procedure details: 2'-Hydroxy-5'-methanesulfonylacetophenone and 1-benzoyl-4-piperidone were condensed according to the method of Example 434 to give the ketone as a white solid, m.p. 155°-157° C. The reactants are ClC1=CC=C(CC2=NC3=CC=C(C=C3C(=C2C(N)=S)O)CO)C=C1 (4-chlorobenzyl-4-hydroxy-6-(hydroxymethyl)-3-quinolinecarbothioamide), C(Cl)Cl (CH2Cl2), CN(C)C1=NC=CC=C1 (dimethylaminopyridine), N1=C(C=C(C=C1C)C)C (2,4,6-collidine), CS(=O)(=O)Cl (methanesulfonyl chloride). Run in CN(C=O)C (dimethylformamide). Conditions: time 1 hour. Yields the product ClC1=CC=C(CNC(=S)C=2C=NC3=CC=C(C=C3C2O)CN2CCOCC2)C=C1 (N-(4-chlorobenzyl)-4-hydroxy-6-(4-morpholinylmethyl)-3-quinolinecarbothioamide). RXN SMILES: ClC1C=CC(C[C:7]2[C:16]([C:17](=[S:19])[NH2:18])=[C:15]([OH:20])[C:14]3[C:9](=[CH:10][CH:11]=[C:12]([CH2:21]O)[CH:13]=3)[N:8]=2)=CC=1.CN([C:28]1[CH:33]=C[CH:31]=[CH:30][N:29]=1)C.N1[C:39](C)=[CH:38][C:37]([CH3:41])=[CH:36][C:35]=1C.CS(Cl)(=O)=[O:45].[CH2:48]([Cl:50])Cl>CN(C)C=O>[Cl:50][C:48]1[CH:35]=[CH:36][C:37]([CH2:41][NH:18][C:17]([C:16]2[CH:7]=[N:8][C:9]3[C:14]([C:15]=2[OH:20])=[CH:13][C:12]([CH2:21][N:29]2[CH2:30][CH2:31][O:45][CH2:33][CH2:28]2)=[CH:11][CH:10]=3)=[S:19])=[CH:38][CH:39]=1. Procedure: To a solution of N-(4-chlorobenzyl-4-hydroxy-6-(hydroxymethyl)-3-quinolinecarbothioamide (0.082 g) from Preparation No. 46 in anhydrous dimethylformamide (4 mL) in a flame-dried flask is added dimethylaminopyridine (0.011 g), 2,4,6-collidine (0.035 mL), and methanesulfonyl chloride (0.017 mL). The reaction mixture is stirred at room temperature for 1 h after which time thin layer chromatography indicates starting material is nearly consumed. Morpholine (0.20 mL) is added in one portion. The reac... Starting materials: CCO, O=Cc1ccc(CCCl)cc1, Cl, NO. Yields the product ON=Cc1ccc(CCCl)cc1. RXN SMILES: [CH3:15][CH2:16][OH:17].[Cl:1][CH2:2][CH2:3][c:4]1[cH:5][cH:6][c:7]([CH:8]=[O:9])[cH:10][cH:11]1.[ClH:12].[NH2:13][OH:14]>>[Cl:1][CH2:2][CH2:3][c:4]1[cH:5][cH:6][c:7]([CH:8]=[N:13][OH:14])[cH:10][cH:11]1. Yields the product NC=1SC=C(N1)/C(/C(=O)NC1[C@@H]2N(C(=C(CS2)\C=C\C)C(=O)O)C1=O)=N/OC (7-[(Z)-2-(2-Aminothiazol-4-yl)-2-methoxyiminoacetamido]-3-[(E)-1-propenyl]-3-cephem-4-carboxylic acid). Reaction conditions: time 30 minute. Isolated yield 117.0%. Run in CN(C)C=O (DMF). RXN SMILES: Cl.[NH2:2][CH:3]1[C:29](=[O:30])[N:5]2[C:6]([C:13]([O:15]C(C3C=CC=CC=3)C3C=CC=CC=3)=[O:14])=[C:7](/[CH:10]=[CH:11]\[CH3:12])[CH2:8][S:9][C@H:4]12.C(=O)(O)[O-].[Na+].[NH2:36][C:37]1[S:38][CH:39]=[C:40](/[C:42](=[N:55]/[O:56][CH3:57])/[C:43](ON2C3C=CC=CC=3N=N2)=[O:44])[N:41]=1>CN(C=O)C>[NH2:36][C:37]1[S:38][CH:39]=[C:40](/[C:42](=[N:55]/[O:56][CH3:57])/[C:43]([NH:2][CH:3]2[C:29](=[O:30])[N:5]3[C:6]([C:13]([OH:15])=[O:14])=[C:7](/[CH:10]=[CH:11]/[CH3:12])[CH2:8][S:9][C@H:4]23)=[O:44])[N:41]=1 |f:0.1,2.3|. Procedure: To a stirred solution of 7-amino-3-trans-propenyl derivatives XIII (E, R3 =R4a =H) (720 mg, 3 m moles) and sodium bicarbonate (504 mg, 6 m moles) in 50% DMF (60 ml) was added 1-[(Z)-2-(2-aminothiazol-4-yl)-2-methoxyiminoacetoxy]benzotriazole (954 mg, 3 m moles) and the mixture was stirred for 30 min. An additional amount of the active ester (1.81 g, 6 m moles) was added in four portions at 30-min intervals. The mixture was stirred for additional 2 hr at room temperature and passed through a colu... The reactants are 7-amino-3-trans-propenyl, NC=1SC=C(N1)/C(/C(=O)ON1N=NC2=C1C=CC=C2)=N/OC (1-[(Z)-2-(2-aminothiazol-4-yl)-2-methoxyiminoacetoxy]benzotriazole), ester, Cl.NC1[C@@H]2N(C(=C(CS2)\C=C/C)C(=O)OC(C2=CC=CC=C2)C2=CC=CC=C2)C1=O (diphenylmethyl 7-amino-3-[(Z)-1-propenyl]-3-cephem-4-carboxylate hydrochloride), C([O-])(O)=O.[Na+] (sodium bicarbonate). The reactants are N(=NC(=O)OC(C)C)C(=O)OC(C)C (diisopropyl azo-dicarboxylate), C1(=CC=CC=C1)P(C1=CC=CC=C1)C1=CC=CC=C1 (triphenylphosphane), ClC1=CC=C(C=C1)C=1C=CC(=NC1)C#CCO (3-[5-(4-chloro-phenyl)-pyridin-2-yl]-prop-2-yn-1-ol), N1(CCCC1)CC1=CC=C(C=C1)O (4-pyrrolidin-1-ylmethyl-phenol). Run in C1CCOC1 (THF). Reaction conditions: time 3 hour. Product: ClC1=CC=C(C=C1)C=1C=CC(=NC1)C#CCOC1=CC=C(C=C1)CN1CCCC1 (5-(4-chloro-phenyl)-2-[3-(4-pyrrolidin-1-ylmethyl-phenoxy)-prop-1-ynyl]-pyridine). RXN SMILES: C1(P(C2C=CC=CC=2)C2C=CC=CC=2)C=CC=CC=1.[Cl:20][C:21]1[CH:26]=[CH:25][C:24]([C:27]2[CH:28]=[CH:29][C:30]([C:33]#[C:34][CH2:35][OH:36])=[N:31][CH:32]=2)=[CH:23][CH:22]=1.[N:37]1([CH2:42][C:43]2[CH:48]=[CH:47][C:46](O)=[CH:45][CH:44]=2)[CH2:41][CH2:40][CH2:39][CH2:38]1.N(C(OC(C)C)=O)=NC(OC(C)C)=O>C1COCC1>[Cl:20][C:21]1[CH:26]=[CH:25][C:24]([C:27]2[CH:28]=[CH:29][C:30]([C:33]#[C:34][CH2:35][O:36][C:46]3[CH:45]=[CH:44][C:43]([CH2:42][N:37]4[CH2:41][CH2:40][CH2:39][CH2:38]4)=[CH:48][CH:47]=3)=[N:31][CH:32]=2)=[CH:23][CH:22]=1. Procedure details: 131 mg (0.5 mmol) triphenylphosphane are added to a solution of 100 mg (0.41 mmol) 3-[5-(4-chloro-phenyl)-pyridin-2-yl]-prop-2-yn-1-ol and 88 mg (0.5 mmol) 4-pyrrolidin-1-ylmethyl-phenol in 4 mL THF. Then 0.1 mL (0.5 mmol) diisopropyl azo-dicarboxylate is slowly added dropwise and the reaction mixture is stirred for 3 h at RT. The mixture is evaporated down i. vac., the residue is taken up in 1 mL DMF and purified by HPLC. The product obtained, which still contains triphenylphosphane oxide, is a...